Dataset: the Open Reaction Database (ORD), a public repository of structured organic reaction records. Task: describe an organic reaction: reactants, conditions, products, and yield Starting materials: C1OC=2C=C(CC#N)C=CC2O1 (3,4-methylenedioxybenzylcyanide), CN(C1=[N+](CCC1)C)C.COS(=O)(=O)[O-] (2-dimethylamino-1-methyl-1-pyrrolinium methylsulfate), [Na] (sodium). Product: C(#N)C(C1=CC2=C(C=C1)OCO2)=C2N(CCC2)C (2-(α-cyano-3,4-methylenedioxybenzylidene)-1-methylpyrrolidine). Reaction SMILES: [Na].[CH2:2]1[O:13][C:12]2[CH:11]=[CH:10][C:6]([CH2:7][C:8]#[N:9])=[CH:5][C:4]=2[O:3]1.CN(C)[C:16]1[CH2:20][CH2:19][CH2:18][N+:17]=1[CH3:21].COS([O-])(=O)=O>C(O)C>[C:8]([C:7](=[C:16]1[CH2:20][CH2:19][CH2:18][N:17]1[CH3:21])[C:6]1[CH:10]=[CH:11][C:12]2[O:13][CH2:2][O:3][C:4]=2[CH:5]=1)#[N:9] |f:2.3,^1:0|. Procedure: Add (dropwise at 80°, with stirring) a solution of 3.5 g of sodium in 80 ml of ethanol to a mixture of 16.1 g of 3,4-methylenedioxybenzylcyanide and 36 g of 2-dimethylamino-1-methyl-1-pyrrolinium-methylsulfate. Continue boiling the resulting reaction mixture for a further 2 hours. Then distil off the solvent under a vacuum and take up the residue with water/diethyl ether. Collect the ethereal layer. Dry it over sodium sulfate and concentrate it to obtain 18 g (67% of theory) of the title compoun... Solvent: C(C)O (ethanol). Reactants: ClC1=C(C=CC=C1)C1=NC(C=2N(C3=C1C=C(S3)CC)N=C(N2)C(=O)N)O (6-(2-chlorophenyl)-8-ethyl-4-hydroxy-4H-thieno[3,2-f]-s-triazolo[1,5-a][1,4]-diazepine-2-carboxamide), CO (methanol). Reagents/catalysts: S(O)(O)(=O)=O (sulfuric acid). Yields the product ClC1=C(C=CC=C1)C1=NC(C=2N(C3=C1C=C(S3)CC)N=C(N2)C(=O)N)OC (6-(2-chlorophenyl)-8-ethyl-4-methoxy-4H-thieno[3,2-f]-s-triazolo[1,5-a][1,4]diazepine-2-carboxamide). As a reaction SMILES: [Cl:1][C:2]1[CH:7]=[CH:6][CH:5]=[CH:4][C:3]=1[C:8]1[C:14]2[CH:15]=[C:16]([CH2:18][CH3:19])[S:17][C:13]=2[N:12]2[N:20]=[C:21]([C:23]([NH2:25])=[O:24])[N:22]=[C:11]2[CH:10]([OH:26])[N:9]=1.[CH3:27]O>S(=O)(=O)(O)O>[Cl:1][C:2]1[CH:7]=[CH:6][CH:5]=[CH:4][C:3]=1[C:8]1[C:14]2[CH:15]=[C:16]([CH2:18][CH3:19])[S:17][C:13]=2[N:12]2[N:20]=[C:21]([C:23]([NH2:25])=[O:24])[N:22]=[C:11]2[CH:10]([O:26][CH3:27])[N:9]=1. Procedure details: To a solution of 0.86 g. of 6-(2-chlorophenyl)-8-ethyl-4-hydroxy-4H-thieno[3,2-f]-s-triazolo[1,5-a][1,4]-diazepine-2-carboxamide in 20 ml. of methanol is added one drop of concentrated sulfuric acid. The resulting mixture is refluxed for 5 minutes. After evaporation of the solvent a saturated sodium hydrogen carbonate solution is added to the residue, and the resulting precipitate is collected by filtration to give 6-(2-chlorophenyl)-8-ethyl-4-methoxy-4H-thieno[3,2-f]-s-triazolo[1,5-a][1,4]diaze... The reactants are BrC1=C2C=NNC2=CC(=C1)Cl (4-bromo-6-chloro-1H-indazole), CN(C)C=O (DMF). The reagents and catalysts are C=1C=CC(=CC1)[P](C=2C=CC=CC2)(C=3C=CC=CC3)[Pd]([P](C=4C=CC=CC4)(C=5C=CC=CC5)C=6C=CC=CC6)([P](C=7C=CC=CC7)(C=8C=CC=CC8)C=9C=CC=CC9)[P](C=1C=CC=CC1)(C=1C=CC=CC1)C=1C=CC=CC1 (Pd(PPh3)4), [C-]#N.[C-]#N.[Zn+2] (Zn(CN)2). Run at temperature 120 celsius. Product: ClC=1C=C(C=2C=NNC2C1)C#N (6-chloro-1H-indazole-4-carbonitrile). Yield: 86.9%. RXN SMILES: Br[C:2]1[CH:10]=[C:9]([Cl:11])[CH:8]=[C:7]2[C:3]=1[CH:4]=[N:5][NH:6]2.[CH3:12][N:13](C=O)C>C1C=CC([P]([Pd]([P](C2C=CC=CC=2)(C2C=CC=CC=2)C2C=CC=CC=2)([P](C2C=CC=CC=2)(C2C=CC=CC=2)C2C=CC=CC=2)[P](C2C=CC=CC=2)(C2C=CC=CC=2)C2C=CC=CC=2)(C2C=CC=CC=2)C2C=CC=CC=2)=CC=1.[C-]#N.[C-]#N.[Zn+2]>[Cl:11][C:9]1[CH:10]=[C:2]([C:12]#[N:13])[C:3]2[CH:4]=[N:5][NH:6][C:7]=2[CH:8]=1 |f:3.4.5,^1:20,22,41,60|. Procedure details: A mixture of 4-bromo-6-chloro-1H-indazole (3.0 g, 12.9 mmol), Pd(PPh3)4 (2.24 g, 1.94 mmol), and Zn(CN)2 (9.22 g, 25.8 mmol) in DMF (50 mL) under nitrogen was heated at 120° C. for 16 h. The reaction mixture was quenched with water and extracted with EtOAc (50 mL×5). The combined extracts were washed with brine (100 mL), dried (MgSO4), filtered, and concentrated in vacuo to afford 6-chloro-1H-indazole-4-carbonitrile as white solid (2.0 g, 86.9%).